From a dataset of the Open Reaction Database (ORD), a public repository of structured organic reaction records. describe an organic reaction: reactants, conditions, products, and yield Reactants: ClCc1ncsc1C=CSC(c1ccccc1)(c1ccccc1)c1ccccc1, N#C[Na], CN(C)C=O. Yields the product N#CCc1ncsc1C=CSC(c1ccccc1)(c1ccccc1)c1ccccc1. RXN SMILES: [Cl:1][CH2:2][c:3]1[n:4][cH:5][s:6][c:7]1[CH:8]=[CH:9][S:10][C:11]([c:12]1[cH:13][cH:14][cH:15][cH:16][cH:17]1)([c:18]1[cH:19][cH:20][cH:21][cH:22][cH:23]1)[c:24]1[cH:25][cH:26][cH:27][cH:28][cH:29]1.[Na:30][C:31]#[N:32].[O:33]=[CH:34][N:35]([CH3:36])[CH3:37]>>[CH2:2]([c:3]1[n:4][cH:5][s:6][c:7]1[CH:8]=[CH:9][S:10][C:11]([c:12]1[cH:13][cH:14][cH:15][cH:16][cH:17]1)([c:18]1[cH:19][cH:20][cH:21][cH:22][cH:23]1)[c:24]1[cH:25][cH:26][cH:27][cH:28][cH:29]1)[C:31]#[N:32]. Starting materials: C(C)(=O)Cl (acetyl chloride), BrC=1C=C2C(CC(OC2=CC1)(C)C)(C)C (6-bromo-2,2,4,4-tetramethyl chroman), ClCCl (dichloromethane), [Cl-].[Al+3].[Cl-].[Cl-] (aluminum chloride). Run in O (water). Reaction conditions: time 10 minute. Yields the product C(C)(=O)C=1C=C(C=C2C(CC(OC12)(C)C)(C)C)Br (8-acetyl-6-bromo-2,2,4,4-tetramethyl chroman). Yield: 0.6%. As a reaction SMILES: [Br:1][C:2]1[CH:3]=[C:4]2[C:9](=[CH:10][CH:11]=1)[O:8][C:7]([CH3:13])([CH3:12])[CH2:6][C:5]2([CH3:15])[CH3:14].ClCCl.[Cl-].[Al+3].[Cl-].[Cl-].[C:23](Cl)(=[O:25])[CH3:24]>O>[C:23]([C:10]1[CH:11]=[C:2]([Br:1])[CH:3]=[C:4]2[C:9]=1[O:8][C:7]([CH3:13])([CH3:12])[CH2:6][C:5]2([CH3:15])[CH3:14])(=[O:25])[CH3:24] |f:2.3.4.5|. Procedure details: A stirred, cooled (−78° C.) solution of 6-bromo-2,2,4,4-tetramethyl chroman (1 g, 3.72 mol) in anhydrous dichloromethane (10 mol) was treated with aluminum chloride (0.8 g, 6.8 mol) followed by acetyl chloride (0.4 mol, 6.08 mol). After 10 minutes, the reaction mixture was diluted with water and extracted with diethyl ether. The organic phase was washed with water, and dried over anhydrous sodium sulfate, filtered and evaporated to a residue that was subjected to flash column chromatography on s... Reactants: BrC=1C=C(C=C(C1OCC1=C(C=CC(=C1)F)[N+](=O)[O-])OCC)C1C(=C(NC=2CC(CC(C12)=O)CCC)C)C#N (4-[3-Bromo-5-ethoxy-4-(5-fluoro-2-nitro-benzyloxy)-phenyl]-2-methyl-5-oxo-7-propyl-1,4,5,6,7,8-hexahydro-quinoline-3-carbonitrile), C(C)(=O)O (acetic acid). The reagents and catalysts are [Zn] (zinc). The solvent is C1CCOC1 (THF). Conditions: temperature 50 celsius. The product is NC1=C(COC2=C(C=C(C=C2OCC)C2C(=C(NC=3CC(CC(C23)=O)CCC)C)C#N)Br)C=C(C=C1)F (4-[4-(2-Amino-5-fluoro-benzyloxy)-3-bromo-5-ethoxy-phenyl]-2-methyl-5-oxo-7-propyl-1,4,5,6,7,8-hexahydro-quinoline-3-carbonitrile). As a reaction SMILES: [Br:1][C:2]1[CH:3]=[C:4]([CH:23]2[C:32]3[C:31](=[O:33])[CH2:30][CH:29]([CH2:34][CH2:35][CH3:36])[CH2:28][C:27]=3[NH:26][C:25]([CH3:37])=[C:24]2[C:38]#[N:39])[CH:5]=[C:6]([O:20][CH2:21][CH3:22])[C:7]=1[O:8][CH2:9][C:10]1[CH:15]=[C:14]([F:16])[CH:13]=[CH:12][C:11]=1[N+:17]([O-])=O.C(O)(=O)C>C1COCC1.[Zn]>[NH2:17][C:11]1[CH:12]=[CH:13][C:14]([F:16])=[CH:15][C:10]=1[CH2:9][O:8][C:7]1[C:6]([O:20][CH2:21][CH3:22])=[CH:5][C:4]([CH:23]2[C:32]3[C:31](=[O:33])[CH2:30][CH:29]([CH2:34][CH2:35][CH3:36])[CH2:28][C:27]=3[NH:26][C:25]([CH3:37])=[C:24]2[C:38]#[N:39])=[CH:3][C:2]=1[Br:1]. Procedure: To a solution of the product of step b (3.8 g) in THF (110 ml) were added acetic acid (3.6 ml) and zinc dust (8.2 g). The suspension was heated for 1 h at 50° C. The reaction mixture was filtered and concentrated. The residue was dissolved in ethyl acetate and washed with sat. NalCO3 and brine. The organic layer was separated, dried (Na2SO4) and concentrated. The remaining solid was stirred with a small amount of ethyl acetate to give the title compound as a pale yellow solid after filtration.